From a dataset of the Open Reaction Database (ORD), a public repository of structured organic reaction records. describe an organic reaction: reactants, conditions, products, and yield Reactants: Cl.CC=1N=C2N(C=CC=C2NC(C(C)(C)C)=O)C1 (2-methyl-8-pivaloylaminoimidazo[1,2-a]pyridine hydrochloride), NC=1C=2N(C=CC1)C=C(N2)C (8-amino-2-methylimidazo[1,2-a]pyridine), C(C(C)(C)C)(=O)Cl (pivaloyl chloride), ClCl (chlorine). Run in C(C)(=O)O (acetic acid). Yields the product ClC1=C(N=C2N1C=CC=C2NC(C(C)(C)C)=O)C (3-Chloro-2-methyl-8-pivaloylaminoimidazo[1,2-a]pyridine). Yield: 83.0%. Reaction SMILES: Cl.[CH3:2][C:3]1[N:4]=[C:5]2[C:10]([NH:11][C:12](=[O:17])[C:13]([CH3:16])([CH3:15])[CH3:14])=[CH:9][CH:8]=[CH:7][N:6]2[CH:18]=1.NC1C2N(C=C(C)N=2)C=CC=1.C([Cl:36])(=O)C(C)(C)C.ClCl>C(O)(=O)C>[Cl:36][C:18]1[N:6]2[CH:7]=[CH:8][CH:9]=[C:10]([NH:11][C:12](=[O:17])[C:13]([CH3:15])([CH3:14])[CH3:16])[C:5]2=[N:4][C:3]=1[CH3:2] |f:0.1|. Procedure details: 5.0 g (18.6 mmol) of 2-methyl-8-pivaloylaminoimidazo[1,2-a]pyridine hydrochloride, prepared from 8-amino-2-methylimidazo[1,2-a]pyridine and pivaloyl chloride, m.p. 229-230° C., are dissolved in glacial acetic acid (20 ml) and chlorine gas is slowly passed in at 15° C. until the reaction has ended according to TLC checking (about 20 min). The solvent is then distilled off, the residue is taken up in ethyl acetate/water (in each case 30 ml), and the solution is rendered basic and extracted with sa... Starting materials: [Mg] (magnesium), FC1=C(C=O)C=CC(=C1)F (2,4-difluorobenzaldehyde), [Cl-].[NH4+] (ammonium chloride), C(C1=CC=CC=C1)N1CC(CC1)CCl (1-benzyl-3-chloromethylpyrrolidine). Solvent: O1CCCC1 (THF), O1CCCC1 (THF), O1CCCC1 (tetrahydrofuran). Yields the product C(C1=CC=CC=C1)N1CC(CC1)CC(O)C1=C(C=C(C=C1)F)F (1-Benzyl-3-[2-(2,4-difluorophenyl)-2-hydroxyethyl]pyrrolidine). RXN SMILES: [CH2:1]([N:8]1[CH2:12][CH2:11][CH:10]([CH2:13]Cl)[CH2:9]1)[C:2]1[CH:7]=[CH:6][CH:5]=[CH:4][CH:3]=1.[Mg].[F:16][C:17]1[CH:24]=[C:23]([F:25])[CH:22]=[CH:21][C:18]=1[CH:19]=[O:20].[Cl-].[NH4+]>O1CCCC1>[CH2:1]([N:8]1[CH2:12][CH2:11][CH:10]([CH2:13][CH:19]([C:18]2[CH:21]=[CH:22][C:23]([F:25])=[CH:24][C:17]=2[F:16])[OH:20])[CH2:9]1)[C:2]1[CH:7]=[CH:6][CH:5]=[CH:4][CH:3]=1 |f:3.4|. Procedure: A solution containing 0.38 mol of 1-benzyl-3-chloromethylpyrrolidine in 200 ml of tetrahydrofuran (THF) is added, at 65° C., to a suspension containing 9.3 g of magnesium in 100 ml of THF. The mixture is maintained at reflux and, after disappearance of the metal, followed by cooling, this solution is added to a solution containing 0.38 mol of 2,4-difluorobenzaldehyde in 300 ml of THF. The mixture is maintained at room temperature for 12 hours and is then hydrolyzed with 220 ml of saturated ammon... The reactants are C(C)(C)(C)OC(=O)C(OC(=O)NC=1C(N(C(=CC1)C1=CC=CC=C1)CC(=O)NC(C(C(F)(F)F)=O)C(C)C)=O)C=1N=CNC1 (2-[3-(1-tert-butoxycarbonylimidazol-4-ylmethoxycarbonylamino)-2-oxo-6-phenyl-1,2-dihydro-1-pyridyl]-N-(3,3,3-trifluoro-1-isopropyl-2-oxopropyl)acetamide), FC(C(=O)O)(F)F (trifluoroacetic acid), FC(C(=O)O)(F)F (trifluoracetic acid), FC(C(=O)O)(F)F (trifluoroacetic acid). Solvent: ClCCl (dichloromethane). Reaction conditions: time 1 hour. Product: FC(C(=O)O)(F)F.N1C=NC(=C1)COC(=O)NC=1C(N(C(=CC1)C1=CC=CC=C1)CC(=O)NC(C(C(F)(F)F)=O)C(C)C)=O (2-[3-(4-Imidazolylmethoxycarbonylamino)-2-oxo-6-phenyl-1,2-dihydro-1-pyridyl]-N-(3,3,3-trifluoro-1-isopropyl-2-oxopropyl)acetamide trifluoroacetate), FC(C(=O)[O-])(F)F (trifluoroacetate). RXN SMILES: C(OC([CH:8]([C:40]1[N:41]=[CH:42][NH:43][CH:44]=1)[O:9][C:10]([NH:12][C:13]1[C:14](=[O:39])[N:15]([CH2:25][C:26]([NH:28][CH:29]([CH:36]([CH3:38])[CH3:37])[C:30](=[O:35])[C:31]([F:34])([F:33])[F:32])=[O:27])[C:16]([C:19]2[CH:24]=[CH:23][CH:22]=[CH:21][CH:20]=2)=[CH:17][CH:18]=1)=[O:11])=O)(C)(C)C.[F:45][C:46]([F:51])([F:50])[C:47]([OH:49])=[O:48]>ClCCl>[F:45][C:46]([F:51])([F:50])[C:47]([OH:49])=[O:48].[NH:43]1[CH:44]=[C:40]([CH2:8][O:9][C:10]([NH:12][C:13]2[C:14](=[O:39])[N:15]([CH2:25][C:26]([NH:28][CH:29]([CH:36]([CH3:37])[CH3:38])[C:30](=[O:35])[C:31]([F:33])([F:34])[F:32])=[O:27])[C:16]([C:19]3[CH:24]=[CH:23][CH:22]=[CH:21][CH:20]=3)=[CH:17][CH:18]=2)=[O:11])[N:41]=[CH:42]1.[F:45][C:46]([F:51])([F:50])[C:47]([O-:49])=[O:48] |f:3.4|. Reported procedure: To a solution of 2-[3-(1-tert-butoxycarbonylimidazol-4-ylmethoxycarbonylamino)-2-oxo-6-phenyl-1,2-dihydro-1-pyridyl]-N-(3,3,3-trifluoro-1-isopropyl-2-oxopropyl)acetamide (0.134 g) in dry dichloromethane was added trifluoroacetic acid (0.018 mL). After stirring for 1 h, the reaction was not complete; so additional trifluoracetic acid (0.018 mL) was added. Following 17 h more stirring, the reaction was still incomplete. Additional trifluoroacetic acid (0.036 mL) was added and the reaction mixture ...